This data is from the Open Reaction Database (ORD), a public repository of structured organic reaction records. The task is: describe an organic reaction: reactants, conditions, products, and yield Reactants: C([O-])([O-])=O.[K+].[K+] (potassium carbonate), Cl (HCl), COCC(C(C(=O)OC)C)=O (methyl 4-methoxy-2-methylacetoacetate), ClCC(C)=O (chloroacetone). The reagents and catalysts are [Cl-].C(C1=CC=CC=C1)[N+](CC)(CC)CC (benzyltriethylammonium chloride). Run in C(C)#N (acetonitrile). Product: COCC(C(C(=O)OC)(C)CC(=O)C)=O (methyl 4-methoxy-2-acetonyl-2-methylacetoacetate). Yield: 38.4%. As a reaction SMILES: C(=O)([O-])[O-].[K+].[K+].[CH3:7][O:8][CH2:9][C:10](=[O:17])[CH:11]([CH3:16])[C:12]([O:14][CH3:15])=[O:13].Cl[CH2:19][C:20](=[O:22])[CH3:21].Cl>[Cl-].C([N+](CC)(CC)CC)C1C=CC=CC=1.C(#N)C>[CH3:7][O:8][CH2:9][C:10](=[O:17])[C:11]([CH2:19][C:20]([CH3:21])=[O:22])([CH3:16])[C:12]([O:14][CH3:15])=[O:13] |f:0.1.2,6.7|. Reported procedure: 1.66 g (12 mmol) of potassium carbonate and 0.04 g (0.2 mmol) of benzyltriethylammonium chloride are suspended in 5 ml of acetonitrile. While stirring there are added thereto 1.60 g (10 mmol) of methyl 4-methoxy-2-methylacetoacetate and there are then added dropwise thereto within 15 minutes 1.39 g (15 mmol) of chloroacetone. The mixture is stirred at 20°-25° C. for a further 21 hours. The reaction mixture is poured into 20 ml of 2N HCl (pH value=1) and extracted 3 times with 20 ml of ethyl acet... RXN SMILES: C(OC([NH:8][C@H:9]([CH2:32][C:33]1[CH:38]=[CH:37][CH:36]=[CH:35][CH:34]=1)[C:10]([NH:12][CH:13]1[N:19]=[C:18]([CH:20]2[CH2:25][CH2:24][CH2:23][CH2:22][CH2:21]2)[C:17]2[CH:26]=[CH:27][CH:28]=[CH:29][C:16]=2[N:15]([CH3:30])[C:14]1=[O:31])=[O:11])=O)(C)(C)C.Cl>C(OCC)(=O)C>[NH2:8][C@H:9]([CH2:32][C:33]1[CH:38]=[CH:37][CH:36]=[CH:35][CH:34]=1)[C:10]([NH:12][C@@H:13]1[N:19]=[C:18]([CH:20]2[CH2:21][CH2:22][CH2:23][CH2:24][CH2:25]2)[C:17]2[CH:26]=[CH:27][CH:28]=[CH:29][C:16]=2[N:15]([CH3:30])[C:14]1=[O:31])=[O:11]. The product is N[C@@H](C(=O)N[C@H]1C(N(C2=C(C(=N1)C1CCCCC1)C=CC=C2)C)=O)CC2=CC=CC=C2 ((+)-3(R)-(2(R)-Amino-3-phenylpropionylamino)-5-cyclohexyl-1,3-dihydro-1-methyl-2H-1,4-benzodiazepin-2-one). Run in C(C)(=O)OCC (ethyl acetate), C(C)(=O)OCC (ethyl acetate). Yield: 43.6%. The reactants are C(C)(C)(C)OC(=O)N[C@@H](C(=O)NC1C(N(C2=C(C(=N1)C1CCCCC1)C=CC=C2)C)=O)CC2=CC=CC=C2 (3(R,S)-[2(R)-(tert-Butyloxycarbonyl)amino-3-phenylpropio nylamino]-5-cyclohexyl-1,3-dihydro-1-methyl-2H-1,4-benzodiaze pin-2-one), Cl (hydrogen chloride). Reaction conditions: temperature 0 celsius, time 30 minute. Procedure: 3(R,S)-[2(R)-(tert-Butyloxycarbonyl)amino-3-phenylpropio nylamino]-5-cyclohexyl-1,3-dihydro-1-methyl-2H-1,4-benzodiaze pin-2-one (4.7 g, 9.1 mmol) was dissolved in ethyl acetate (20 ml) and cooled to 0° C. This solution was then saturated with hydrogen chloride gas. After 1 h 30 min, the resulting precipitate (which was shown to be the undesired diastereoisomer, Rf =0.04 ethyl acetate), was removed by filtration and the filtrate evaporated. The solid residue was partitioned between ethyl acetate...